This data is from the Open Reaction Database (ORD), a public repository of structured organic reaction records. The task is: describe an organic reaction: reactants, conditions, products, and yield The reactants are C(C)(C)N1C=CC2=CC=C(C=C12)C(=O)OC (methyl 1-isopropyl-1H-indole-6-carboxylate), [BH4-].[Li+] (lithium borohydride). Run in C1CCOC1 (THF), C1CCOC1 (THF). Reaction conditions: time 96 hour. Product: C(C)(C)N1C=CC2=CC=C(C=C12)CO ((1-isopropyl-1H-indol-6-yl)methanol). Reaction SMILES: [CH:1]([N:4]1[C:12]2[C:7](=[CH:8][CH:9]=[C:10]([C:13](OC)=[O:14])[CH:11]=2)[CH:6]=[CH:5]1)([CH3:3])[CH3:2].[BH4-].[Li+]>C1COCC1>[CH:1]([N:4]1[C:12]2[C:7](=[CH:8][CH:9]=[C:10]([CH2:13][OH:14])[CH:11]=2)[CH:6]=[CH:5]1)([CH3:3])[CH3:2] |f:1.2|. Procedure: To a 0° C. solution of methyl 1-isopropyl-1H-indole-6-carboxylate (0.50 g, 2.30 mmol) in THF (5 mL) was added 1M lithium borohydride in THF (6.90 mL, 6.90 mmol). After stirring at rt for 96 h, quenched with MeOH and let stir for 1 h. The reaction mixture was concentrated, partitioned between saturated sodium bicarbonate and EtOAc, washed with H2O and brine, dried with Na2SO4, and concentrated. The crude compound was chromatographed to give the desired product. Starting materials: C(=C)OCCOCCOCCOCCOCCOCCOCCOCCOCCOCCO (decaethylene glycol vinyl ether), [OH-].[Na+] (sodium hydroxide), CI (methyl iodide). Procedure: A 1-L flask equipped with a stirrer, a dropping funnel, a thermometer, a condenser tube, and a nitrogen gas inlet was charged with 500 parts of decaethylene glycol vinyl ether and 80 parts of sodium hydroxide. The flask was heated to 40° C. with stirring under a nitrogen atmosphere, and then 287 parts of methyl iodide was slowly dropped while the internal temperature was maintained at 40° C. or lower. After completion of the dropping, the mixture was aged for five hours, and distilled under redu... Reaction conditions: temperature 40 celsius, time 5 hour. Product: C(=C)OCCOCCOCCOCCOCCOCCOCCOCCOCCOCCOC (decaethylene glycol methyl vinyl ether). Reaction SMILES: [CH:1]([O:3][CH2:4][CH2:5][O:6][CH2:7][CH2:8][O:9][CH2:10][CH2:11][O:12][CH2:13][CH2:14][O:15][CH2:16][CH2:17][O:18][CH2:19][CH2:20][O:21][CH2:22][CH2:23][O:24][CH2:25][CH2:26][O:27][CH2:28][CH2:29][O:30][CH2:31][CH2:32][OH:33])=[CH2:2].[OH-].[Na+].[CH3:36]I>>[CH:1]([O:3][CH2:4][CH2:5][O:6][CH2:7][CH2:8][O:9][CH2:10][CH2:11][O:12][CH2:13][CH2:14][O:15][CH2:16][CH2:17][O:18][CH2:19][CH2:20][O:21][CH2:22][CH2:23][O:24][CH2:25][CH2:26][O:27][CH2:28][CH2:29][O:30][CH2:31][CH2:32][O:33][CH3:36])=[CH2:2] |f:1.2|. The reactants are O=C(Cl)C=Cc1ccccc1, COc1cc(-c2cc(CN3CCNCC3)ccn2)cc(OC)c1OC. Product: COc1cc(-c2cc(CN3CCN(C(=O)C=Cc4ccccc4)CC3)ccn2)cc(OC)c1OC. As a reaction SMILES: [C:26]([CH:27]=[CH:28][c:29]1[cH:30][cH:31][cH:32][cH:33][cH:34]1)(=[O:35])[Cl:36].[CH3:1][O:2][c:3]1[cH:4][c:5](-[c:13]2[n:14][cH:15][cH:16][c:17]([CH2:19][N:20]3[CH2:21][CH2:22][NH:23][CH2:24][CH2:25]3)[cH:18]2)[cH:6][c:7]([O:11][CH3:12])[c:8]1[O:9][CH3:10]>>[CH3:1][O:2][c:3]1[cH:4][c:5](-[c:13]2[n:14][cH:15][cH:16][c:17]([CH2:19][N:20]3[CH2:21][CH2:22][N:23]([C:26]([CH:27]=[CH:28][c:29]4[cH:30][cH:31][cH:32][cH:33][cH:34]4)=[O:35])[CH2:24][CH2:25]3)[cH:18]2)[cH:6][c:7]([O:11][CH3:12])[c:8]1[O:9][CH3:10]. The reactants are BrCC1=CC2=C(C(C=C(O2)C#N)=O)C=C1 (7-bromomethyl-2-cyano-4-oxo-4H-1-benzopyran), O (water), [Na] (sodium), OC=1C=C(OCC2=NC3=CC=CC=C3C=C2)C=CC1 (2-(3-hydroxyphenoxy)methylquinoline). Run in CS(=O)C (dimethylsulfoxide). Reaction conditions: time 5 hour. Yields the product C(#N)C=1OC2=C(C(C1)=O)C=CC(=C2)COC2=CC(=CC=C2)OCC2=NC1=CC=CC=C1C=C2 (2-cyano-7-(3-(quinolin-2- ylmethoxy)phenoxymethyl)-4-oxo-4H-1-benzopyran). As a reaction SMILES: Br[CH2:2][C:3]1[CH:15]=[CH:14][C:6]2[C:7](=[O:13])[CH:8]=[C:9]([C:11]#[N:12])[O:10][C:5]=2[CH:4]=1.[Na].[OH:17][C:18]1[CH:19]=[C:20]([CH:33]=[CH:34][CH:35]=1)[O:21][CH2:22][C:23]1[CH:32]=[CH:31][C:30]2[C:25](=[CH:26][CH:27]=[CH:28][CH:29]=2)[N:24]=1.O>CS(C)=O>[C:11]([C:9]1[O:10][C:5]2[CH:4]=[C:3]([CH2:2][O:17][C:18]3[CH:35]=[CH:34][CH:33]=[C:20]([O:21][CH2:22][C:23]4[CH:32]=[CH:31][C:30]5[C:25](=[CH:26][CH:27]=[CH:28][CH:29]=5)[N:24]=4)[CH:19]=3)[CH:15]=[CH:14][C:6]=2[C:7](=[O:13])[CH:8]=1)#[N:12] |^1:15|. Procedure: 1.5 g of 7-bromomethyl-2-cyano-4-oxo-4H-1-benzopyran and 1.5 g of the sodium salt of 2-(3-hydroxyphenoxy)methylquinoline are combined in 10 ml of dimethylsulfoxide and stirred at room temperature for 5 hours. The mixture is poured into water and extracted with methylene chloride. The organic solution is dried and evaporated. The residue is recrystallized from ethyl acetate/dimethylformamide to give 0.72 g of 2-cyano-7-(3-(quinolin-2- ylmethoxy)phenoxymethyl)-4-oxo-4H-1-benzopyran. Starting materials: CC(C)(C)OC(=O)N1C(CN)CC2CC21, O=C(O)c1cnc2ccccn12. The product is CC(C)(C)OC(=O)N1C(CNC(=O)c2cnc3ccccn23)CC2CC21. Reaction SMILES: [C:1]([CH3:2])([CH3:3])([CH3:4])[O:5][C:6](=[O:7])[N:8]1[CH:9]2[CH2:10][CH:11]2[CH2:12][CH:13]1[CH2:14][NH2:15].[n:16]1[cH:17][c:18]([C:25](=[O:26])[OH:27])[n:19]2[c:20]1[cH:21][cH:22][cH:23][cH:24]2>>[C:1]([CH3:2])([CH3:3])([CH3:4])[O:5][C:6](=[O:7])[N:8]1[CH:9]2[CH2:10][CH:11]2[CH2:12][CH:13]1[CH2:14][NH:15][C:25]([c:18]1[cH:17][n:16][c:20]2[n:19]1[cH:24][cH:23][cH:22][cH:21]2)=[O:26]. Starting materials: CCCCCC, C[Al](C)C, O=C1OCCC1N1CCc2c1ccc(F)c2Cl, ClCCl, Nc1ccccc1. Product: O=C(Nc1ccccc1)C(CCO)N1CCc2c1ccc(F)c2Cl. RXN SMILES: [CH3:12][CH2:13][CH2:14][CH2:15][CH2:16][CH3:17].[CH3:8][Al:9]([CH3:10])[CH3:11].[Cl:18][c:19]1[c:20]2[c:24]([cH:25][cH:26][c:27]1[F:28])[N:23]([CH:29]1[C:30](=[O:34])[O:31][CH2:32][CH2:33]1)[CH2:22][CH2:21]2.[Cl:35][CH2:36][Cl:37].[NH2:1][c:2]1[cH:3][cH:4][cH:5][cH:6][cH:7]1>>[NH:1]([c:2]1[cH:3][cH:4][cH:5][cH:6][cH:7]1)[C:30]([CH:29]([N:23]1[CH2:22][CH2:21][c:20]2[c:19]([Cl:18])[c:27]([F:28])[cH:26][cH:25][c:24]21)[CH2:33][CH2:32][OH:31])=[O:34]. The reactants are N1C=NC=C1 (imidazole), C(C)(C)N(CC)C(C)C (diisopropylethylamine), OC1C(C(C2=CC=CC=C12)=O)(C)C (3-hydroxy-2,2-dimethyl-indan-1-one), FC(S(=O)(=O)OS(=O)(=O)C(F)(F)F)(F)F (trifluoromethansulfonic anhydride). Solvent: ClCCl (dichloromethane), ClCCl (dichloromethane), C(=O)(O)[O-].[Na+] (NaHCO3), C(C)(=O)OCC (ethyl acetate), ClCCl (dichloromethane). Reaction conditions: temperature -78 celsius, time 10 minute. Yields the product N1(C=NC=C1)C1C(C(C2=CC=CC=C12)=O)(C)C (3-imidazol-1-yl-2,2-dimethyl-indan-1-one). As a reaction SMILES: FC(F)(F)S(OS(C(F)(F)F)(=O)=O)(=O)=O.C(N(C(C)C)CC)(C)C.O[CH:26]1[C:34]2[C:29](=[CH:30][CH:31]=[CH:32][CH:33]=2)[C:28](=[O:35])[C:27]1([CH3:37])[CH3:36].[NH:38]1[CH:42]=[CH:41][N:40]=[CH:39]1>ClCCl.C([O-])(O)=O.[Na+].C(OCC)(=O)C>[N:38]1([CH:26]2[C:34]3[C:29](=[CH:30][CH:31]=[CH:32][CH:33]=3)[C:28](=[O:35])[C:27]2([CH3:37])[CH3:36])[CH:42]=[CH:41][N:40]=[CH:39]1 |f:5.6|. Procedure: To a solution of trifluoromethansulfonic anhydride (1.13 mL, 6.75 mmol) in dichloromethane (10 mL) at −78° C. is added, via cannula, a solution of diisopropylethylamine (1.8 mL, 10.1 mmol) and 3-hydroxy-2,2-dimethyl-indan-1-one, prepared as described in Example 8c, (400 mg, 2.25 mmol) in dichloromethane (5 mL). The reaction is stirred at −78° C. for 10 min and then is placed at −10° C. for 10 min. The reaction is then re-cooled to −7.8° C. and a solution of imidazole (920 mg, 13.5 mmol) in dichl... The reactants are C1(=CC=CC=C1)C1=NSC(=C1C(F)(F)F)C1=C2C(=NO1)C1=CC=C(C=C1CC2)C=C (3-(3-phenyl-4-(trifluoromethyl)isothiazol-5-yl)-7-vinyl-4,5-dihydronaphtho[1,2-c]isoxazole), C[N+]1(CCOCC1)[O-] (NMO), N1CC(C1)C(=O)O (azetidine-3-carboxylic acid), C(C)(=O)O (acetic acid), C(#N)[BH3-].[Na+] (Sodium cyanoborohydride), C[N+]1(CCOCC1)[O-] (NMO), I(=O)(=O)(=O)[O-].[Na+] (Sodium periodate). The reagents and catalysts are [Os](=O)(=O)(=O)=O (osmium tetroxide), [Os](=O)(=O)(=O)=O (osmium tetroxide). Run in O (water), C1CCOC1 (THF), ClCCCl (1,2-dichloroethane), CO (MeOH), O (water). Conditions: time 8 hour. Product: C1(=CC=CC=C1)C1=NSC(=C1C(F)(F)F)C1=C2C(=NO1)C1=CC=C(C=C1CC2)CN2CC(C2)C(=O)O (1-((3-(3-phenyl-4-(trifluoromethyl)isothiazol-5-yl)-4,5-dihydronaphtho[1,2-c]isoxazol-7-yl)methyl)azetidine-3-carboxylic acid). The yield is 27.7%. As a reaction SMILES: [C:1]1([C:7]2[C:11]([C:12]([F:15])([F:14])[F:13])=[C:10]([C:16]3[O:20][N:19]=[C:18]4[C:21]5[C:26]([CH2:27][CH2:28][C:17]=34)=[CH:25][C:24]([CH:29]=C)=[CH:23][CH:22]=5)[S:9][N:8]=2)[CH:6]=[CH:5][CH:4]=[CH:3][CH:2]=1.C[N+]1([O-])CCOCC1.I([O-])(=O)(=O)=O.[Na+].[NH:45]1[CH2:48][CH:47]([C:49]([OH:51])=[O:50])[CH2:46]1.C(O)(=O)C.C([BH3-])#N.[Na+]>C1COCC1.O.[Os](=O)(=O)(=O)=O.ClCCCl.CO>[C:1]1([C:7]2[C:11]([C:12]([F:13])([F:14])[F:15])=[C:10]([C:16]3[O:20][N:19]=[C:18]4[C:21]5[C:26]([CH2:27][CH2:28][C:17]=34)=[CH:25][C:24]([CH2:29][N:45]3[CH2:48][CH:47]([C:49]([OH:51])=[O:50])[CH2:46]3)=[CH:23][CH:22]=5)[S:9][N:8]=2)[CH:2]=[CH:3][CH:4]=[CH:5][CH:6]=1 |f:2.3,6.7|. Procedure details: To a clear solution of 3-(3-phenyl-4-(trifluoromethyl)isothiazol-5-yl)-7-vinyl-4,5-dihydronaphtho[1,2-c]isoxazole (Preparation 103F, 40 mg, 0.094 mmol) in THF (3 mL) were sequentially added NMO (50% in water, 0.029 mL, 0.141 mmol) and osmium tetroxide (4% in water, 0.023 mL, 3.77 μmol) at room temperature. The solution was vigorously stirred at room temperature for 3 hr before additional NMO (0.05 mL) and osmium tetroxide (0.05 mL) was added. The mixture was stirred at room temperature overnight... Procedure: Methyl 3-fluoro-4-(3-methyl-1H-1,2,4-triazol-1-yl)phenylcarbamimidothioate, hydroiodide (0.578 g, 1.471 mmol), from preparation Q) and 5-chloro-2-(4-(trifluoromethoxy)phenyl)pentanoic acid (0.480 g, 1.62 mmol, from preparation AAK) were coupled [N-methylmorpholine (0.81 mL, 7.36 mmol) was substituted for N,N-diisopropylethylamine] and then reacted with hydrazine (0.185 mL, 5.88 mmol) using a procedure analogous to Step A of Example 13. After an aqueous workup, 5-(4-chloro-1-(4-(trifluoromethoxy)... Reactants: C(C)(C)N(C(C)C)CC (N,N-diisopropylethylamine), I.FC=1C=C(C=CC1N1N=C(N=C1)C)NC(=N)SC (Methyl 3-fluoro-4-(3-methyl-1H-1,2,4-triazol-1-yl)phenylcarbamimidothioate, hydroiodide), ClCCCC(C(=O)O)C1=CC=C(C=C1)OC(F)(F)F (5-chloro-2-(4-(trifluoromethoxy)phenyl)pentanoic acid), NN (hydrazine), CN1CCOCC1 (N-methylmorpholine). Product: ClCCCC(C1=CC=C(C=C1)OC(F)(F)F)C1=NC(=NN1)NC1=CC(=C(C=C1)N1N=C(N=C1)C)F (5-(4-chloro-1-(4-(trifluoromethoxy)phenyl)butyl)-N-(3-fluoro-4-(3-methyl-1H-1,2,4-triazol-1-yl)phenyl)-1H-1,2,4-triazol-3-amine). RXN SMILES: I.[F:2][C:3]1[CH:4]=[C:5]([NH:15][C:16](SC)=[NH:17])[CH:6]=[CH:7][C:8]=1[N:9]1[CH:13]=[N:12][C:11]([CH3:14])=[N:10]1.[Cl:20][CH2:21][CH2:22][CH2:23][CH:24]([C:28]1[CH:33]=[CH:32][C:31]([O:34][C:35]([F:38])([F:37])[F:36])=[CH:30][CH:29]=1)[C:25](O)=O.CN1CCOCC1.C(N(CC)C(C)C)(C)C.[NH2:55][NH2:56]>>[Cl:20][CH2:21][CH2:22][CH2:23][CH:24]([C:25]1[NH:56][N:55]=[C:16]([NH:15][C:5]2[CH:6]=[CH:7][C:8]([N:9]3[CH:13]=[N:12][C:11]([CH3:14])=[N:10]3)=[C:3]([F:2])[CH:4]=2)[N:17]=1)[C:28]1[CH:33]=[CH:32][C:31]([O:34][C:35]([F:36])([F:37])[F:38])=[CH:30][CH:29]=1 |f:0.1|.